This data is from the Open Reaction Database (ORD), a public repository of structured organic reaction records. The task is: describe an organic reaction: reactants, conditions, products, and yield The reactants are CCN1CCN(c2ccc(Nc3cc(Br)cn(C)c3=O)nc2)CC1, CC(=O)OCc1c(B2OC(C)(C)C(C)(C)O2)cccc1N1CCn2c(cc3c2CCCC3)C1=O, O=C([O-])[O-], COCCOC, ClCCl, [Na+], [Na+], c1ccc(P(c2ccccc2)(c2ccccc2)[Pd](P(c2ccccc2)(c2ccccc2)c2ccccc2)(P(c2ccccc2)(c2ccccc2)c2ccccc2)P(c2ccccc2)(c2ccccc2)c2ccccc2)cc1. Product: CCN1CCN(c2ccc(Nc3cc(-c4cccc(N5CCn6c(cc7c6CCCC7)C5=O)c4COC(C)=O)cn(C)c3=O)nc2)CC1. As a reaction SMILES: [Br:1][c:2]1[cH:3][c:4]([NH:10][c:11]2[n:12][cH:13][c:14]([N:17]3[CH2:18][CH2:19][N:20]([CH2:23][CH3:24])[CH2:21][CH2:22]3)[cH:15][cH:16]2)[c:5](=[O:9])[n:6]([CH3:8])[cH:7]1.[C:25]([CH3:26])(=[O:27])[O:28][CH2:29][c:30]1[c:31]([N:45]2[C:46](=[O:58])[c:47]3[n:48]([c:49]4[c:54]([cH:55]3)[CH2:53][CH2:52][CH2:51][CH2:50]4)[CH2:56][CH2:57]2)[cH:32][cH:33][cH:34][c:35]1[B:36]1[O:37][C:38]([CH3:39])([CH3:40])[C:41]([CH3:42])([CH3:43])[O:44]1.[C:59](=[O:60])([O-:61])[O-:62].[CH3:65][O:66][CH2:67][CH2:68][O:69][CH3:70].[Cl:148][CH2:149][Cl:150].[Na+:63].[Na+:64].[cH:71]1[cH:72][cH:73][c:74]([P:75]([Pd:76]([P:77]([c:78]2[cH:79][cH:80][cH:81][cH:82][cH:83]2)([c:84]2[cH:85][cH:86][cH:87][cH:88][cH:89]2)[c:90]2[cH:91][cH:92][cH:93][cH:94][cH:95]2)([P:96]([c:97]2[cH:98][cH:99][cH:100][cH:101][cH:102]2)([c:103]2[cH:104][cH:105][cH:106][cH:107][cH:108]2)[c:109]2[cH:110][cH:111][cH:112][cH:113][cH:114]2)[P:115]([c:116]2[cH:117][cH:118][cH:119][cH:120][cH:121]2)([c:122]2[cH:123][cH:124][cH:125][cH:126][cH:127]2)[c:128]2[cH:129][cH:130][cH:131][cH:132][cH:133]2)([c:134]2[cH:135][cH:136][cH:137][cH:138][cH:139]2)[c:140]2[cH:141][cH:142][cH:143][cH:144][cH:145]2)[cH:146][cH:147]1>>[c:2]1(-[c:35]2[c:30]([CH2:29][O:28][C:25]([CH3:26])=[O:27])[c:31]([N:45]3[C:46](=[O:58])[c:47]4[n:48]([c:49]5[c:54]([cH:55]4)[CH2:53][CH2:52][CH2:51][CH2:50]5)[CH2:56][CH2:57]3)[cH:32][cH:33][cH:34]2)[cH:3][c:4]([NH:10][c:11]2[n:12][cH:13][c:14]([N:17]3[CH2:18][CH2:19][N:20]([CH2:23][CH3:24])[CH2:21][CH2:22]3)[cH:15][cH:16]2)[c:5](=[O:9])[n:6]([CH3:8])[cH:7]1. Reactants: CC(CC[Si]1(CCC(CC1)=O)C1=CC=CC=C1)C (4-(3-methylbutyl)-4-phenyl-4-silacyclohexanone), BrC1=CC=C(C=C1)C(=CF)F (4-bromo-1-(1,2-difluorovinyl)benzene). The product is CC(CC[Si@@H]1CC[C@H](CC1)C1=CC=C(C=C1)C1=CC=C(C=C1)C(=CF)F)C (4'-(trans-4-(3-methyl-n-butyl)-4-silacyclohexyl)-4-(1,2-difluorovinyl)biphenyl). As a reaction SMILES: [CH3:1][CH:2]([CH3:18])[CH2:3][CH2:4][Si:5]1(C2C=CC=CC=2)[CH2:10][CH2:9][C:8](=O)[CH2:7][CH2:6]1.Br[C:20]1[CH:25]=[CH:24][C:23]([C:26]([F:29])=[CH:27][F:28])=[CH:22][CH:21]=1>>[CH3:18][CH:2]([CH3:1])[CH2:3][CH2:4][Si@H:5]1[CH2:6][CH2:7][C@H:8]([C:20]2[CH:25]=[CH:24][C:23]([C:20]3[CH:25]=[CH:24][C:23]([C:26]([F:29])=[CH:27][F:28])=[CH:22][CH:21]=3)=[CH:22][CH:21]=2)[CH2:9][CH2:10]1. Procedure details: The general procedure of Example 35 was repeated using 4-(3-methylbutyl)-4-phenyl-4-silacyclohexanone instead of 4-pentyl-4-phenyl-4-silacyclohexanone and 4-bromo-1-(1,2-difluorovinyl)benzene instead of 4-bromo-2,6-difluoro-1-(2,2-difluorovinyloxy)benzene, thereby obtaining the intended compound. Reactants: C(C)OC(=O)C=1C(N(C2=NC(=CC=C2C1O)C)CC)=O (1-Ethyl-1,2-dihydro-4-hydroxy-7-methyl-2-oxo-1,8-naphthyridine-3-carboxylic acid ethyl ester), N (ammonia). Conditions: time 4 hour. Yields the product C(C)N1C(C(=C(C2=CC=C(N=C12)C)O)C(=O)N)=O (1-Ethyl-1,2-dihydro-4-hydroxy-7-methyl-2-oxo-1,8-naphthyridine-3-carboxamide). Reaction SMILES: C([O:3][C:4]([C:6]1[C:7](=[O:20])[N:8]([CH2:18][CH3:19])[C:9]2[C:14]([C:15]=1[OH:16])=[CH:13][CH:12]=[C:11]([CH3:17])[N:10]=2)=O)C.[NH3:21]>>[CH2:18]([N:8]1[C:9]2[C:14](=[CH:13][CH:12]=[C:11]([CH3:17])[N:10]=2)[C:15]([OH:16])=[C:6]([C:4]([NH2:21])=[O:3])[C:7]1=[O:20])[CH3:19]. Procedure: A mixture of 1 g. of 1-ethyl-1,2-dihydro-4-hydroxy-7-methyl-2-oxo-1,8-naphthyridine-3-carboxylic acid ethyl ester (prepared as in Example 1) in 20 ml. of a saturated ethanolic ammonia solution was heated in an autoclave placed in a steam bath for 4 hours. The mixture was cooled and was filtered. The filter cake was triturated with 50 ml. of a 20% aqueous acetic acid solution. The insoluble material was collected, air dried and was recrystallized from ethanol to afford 0.4 g. of the title compoun... Reactants: ClC1=CC=C(C=C1)S(=O)(=O)Cl (4-Chlorobenzenesulphonyl chloride), NC=1C=CC(=NC1)CCCCC(=O)O (5-(5-aminopyrid-2-yl)pentanoic acid). Run in N1=CC=CC=C1 (pyridine). Conditions: time 18 hour. Product: ClC1=CC=C(C=C1)S(=O)(=O)NC=1C=CC(=NC1)CCCCC(=O)O (5-[5-(4-Chlorobenzenesulphonamido)pyrid-2-yl]pentanoic acid). The yield is 63.7%. As a reaction SMILES: [Cl:1][C:2]1[CH:7]=[CH:6][C:5]([S:8](Cl)(=[O:10])=[O:9])=[CH:4][CH:3]=1.[NH2:12][C:13]1[CH:14]=[CH:15][C:16]([CH2:19][CH2:20][CH2:21][CH2:22][C:23]([OH:25])=[O:24])=[N:17][CH:18]=1>N1C=CC=CC=1>[Cl:1][C:2]1[CH:7]=[CH:6][C:5]([S:8]([NH:12][C:13]2[CH:14]=[CH:15][C:16]([CH2:19][CH2:20][CH2:21][CH2:22][C:23]([OH:25])=[O:24])=[N:17][CH:18]=2)(=[O:10])=[O:9])=[CH:4][CH:3]=1. Procedure details: 4-Chlorobenzenesulphonyl chloride (1.09 g, 5.15 mmole) was added portionwise over 10 minutes to a solution of 5-(5-aminopyrid-2-yl)pentanoic acid (1.00 g, 5.15 mmole) in pyridine (15 ml). The resulting solution was stirred for 18 hours when the solvent was removed and the residue was dissolved in dilute sodium hydroxide solution (30 ml). This solution was extracted with ethyl acetate (4×50 ml) the extracts being discarded. The aqueous layer was acidified (pH 3) and extracted with ethyl acetate (... The reactants are CN(C(CCCCCCCCCCC)=O)CCO (N-methyl-N-(2-hydroxyethyl)lauramide), O1C(=CC=C1)C(=O)Cl (furoyl chloride). The product is CN(C(CCCCCCCCCCC)=O)CCOC(=O)C=1OC=CC1 (N-methyl-N-(2-furoyloxyethyl)lauramide). Reaction SMILES: [CH3:1][N:2]([CH2:16][CH2:17][OH:18])[C:3](=[O:15])[CH2:4][CH2:5][CH2:6][CH2:7][CH2:8][CH2:9][CH2:10][CH2:11][CH2:12][CH2:13][CH3:14].[O:19]1[CH:23]=[CH:22][CH:21]=[C:20]1[C:24](Cl)=[O:25]>>[CH3:1][N:2]([CH2:16][CH2:17][O:18][C:24]([C:20]1[O:19][CH:23]=[CH:22][CH:21]=1)=[O:25])[C:3](=[O:15])[CH2:4][CH2:5][CH2:6][CH2:7][CH2:8][CH2:9][CH2:10][CH2:11][CH2:12][CH2:13][CH3:14]. Procedure: N-methyl-N-(2-furoyloxyethyl)lauramide was prepared by the procedure of example 1 from 26 gms. (0.1 mole) of N-methyl-N-(2-hydroxyethyl)lauramide and 13 gms. (0.1 mole) of furoyl chloride. The structure of the final product was characterized on the basis of IR and NMR spectral analyses as described in example 1. The reactants are B, C1CCOC1, Cl, CC(=O)NCc1ccc(F)cc1. Yields the product CCNCc1ccc(F)cc1. Reaction SMILES: [BH3:13].[CH2:15]1[O:16][CH2:17][CH2:18][CH2:19]1.[ClH:14].[F:1][c:2]1[cH:3][cH:4][c:5]([CH2:6][NH:7][C:8]([CH3:9])=[O:10])[cH:11][cH:12]1>>[F:1][c:2]1[cH:3][cH:4][c:5]([CH2:6][NH:7][CH2:8][CH3:9])[cH:11][cH:12]1. The reactants are BrC=1C(=CC2=C(OCO2)C1)SC=1NC2=NC=NC(=C2N1)N (8-(6-bromo-benzo[1,3]dioxol-5-ylsulfanyl)-9H-purin-6-ylamine), BrCCC1=CC(=CC=C1)[N+](=O)[O-] (1-(2-bromo-ethyl)-3-nitro-benzene). The product is BrC=1C(=CC2=C(OCO2)C1)SC=1N=C2N(C=NC(=C2N1)N)CCC1=CC(=CC=C1)[N+](=O)[O-] (8-(6-Bromo-benzo[1,3]dioxol-5-ylsulfanyl)-3-[2-(3-nitro-phenyl)-ethyl]-3H-purin-6-ylamine). RXN SMILES: [Br:1][C:2]1[C:3]([S:11][C:12]2[NH:13][C:14]3[C:19]([N:20]=2)=[C:18]([NH2:21])[N:17]=[CH:16][N:15]=3)=[CH:4][C:5]2[O:9][CH2:8][O:7][C:6]=2[CH:10]=1.Br[CH2:23][CH2:24][C:25]1[CH:30]=[CH:29][CH:28]=[C:27]([N+:31]([O-:33])=[O:32])[CH:26]=1>>[Br:1][C:2]1[C:3]([S:11][C:12]2[N:13]=[C:14]3[C:19]([N:20]=2)=[C:18]([NH2:21])[N:17]=[CH:16][N:15]3[CH2:23][CH2:24][C:25]2[CH:30]=[CH:29][CH:28]=[C:27]([N+:31]([O-:33])=[O:32])[CH:26]=2)=[CH:4][C:5]2[O:9][CH2:8][O:7][C:6]=2[CH:10]=1. Reported procedure: The title compound was prepared from 8-(6-bromo-benzo[1,3]dioxol-5-ylsulfanyl)-9H-purin-6-ylamine and 1-(2-bromo-ethyl)-3-nitro-benzene by a procedure similar to examples 1 and 2. The compound was purified by preparative HPLC. 1H NMR (DMSO-d6) δ 8.29 (s, 1H), 7.99-7.95 (m, 1H), 7.56-7.42 (m, 2H), 7.33 (s, 1H), 7.10-7.05 (m, 1H), 6.72 (s, 1H), 6.10 (s, 2H), 4.60 (t, J=6.9 Hz, 2H), 3.36 (t, J=7.0 Hz, 2H); LC-MS [M+H]+ 516.0.